describe an organic reaction: reactants, conditions, products, and yield From a dataset of the Open Reaction Database (ORD), a public repository of structured organic reaction records. The reactants are N=CCCC(O)(Cc1ccccc1)Cc1ccccc1, O=S(Cl)Cl, OCCCCN1c2ccccc2Sc2ccccc21, c1ccccc1. Yields the product OCCCCN(c1ccccc1)c1ccccc1. RXN SMILES: [NH:20]=[CH:21][CH2:22][CH2:23][C:24]([CH2:25][c:26]1[cH:27][cH:28][cH:29][cH:30][cH:31]1)([CH2:32][c:33]1[cH:34][cH:35][cH:36][cH:37][cH:38]1)[OH:39].[S:40]([Cl:41])([Cl:42])=[O:43].[cH:1]1[cH:2][cH:3][cH:4][c:5]2[c:14]1[N:13]([CH2:15][CH2:16][CH2:17][CH2:18][OH:19])[c:12]1[c:7]([cH:8][cH:9][cH:10][cH:11]1)[S:6]2.[cH:44]1[cH:45][cH:46][cH:47][cH:48][cH:49]1>>[cH:1]1[cH:2][cH:3][cH:4][cH:5][c:14]1[N:13]([c:12]1[cH:7][cH:8][cH:9][cH:10][cH:11]1)[CH2:15][CH2:16][CH2:17][CH2:18][OH:19]. Starting materials: OC1=C(C=NC=2N1N=CC2C2=CC=C(C=C2)SC2=CC=CC=C2)C(C)=O (7-hydroxy-6-acetyl-3-(4-phenylthiophenyl)pyrazolo[1,5-a]pyrimidine), [BH4-].[Na+] (sodium borohydride), aqueous solution, [OH-].[Na+] (sodium hydroxide). The solvent is C(C)O (ethanol). Product: OC1=C(C=NC=2N1N=CC2C2=CC=C(C=C2)SC2=CC=CC=C2)C(C)O (7-Hydroxy-6-(1-hydroxyethyl)-3-(4-phenylthiophenyl)pyrazolo[1,5-a]pyrimidine). Reaction SMILES: [OH:1][C:2]1[N:7]2[N:8]=[CH:9][C:10]([C:11]3[CH:16]=[CH:15][C:14]([S:17][C:18]4[CH:23]=[CH:22][CH:21]=[CH:20][CH:19]=4)=[CH:13][CH:12]=3)=[C:6]2[N:5]=[CH:4][C:3]=1[C:24](=[O:26])[CH3:25].[BH4-].[Na+].[OH-].[Na+]>C(O)C>[OH:1][C:2]1[N:7]2[N:8]=[CH:9][C:10]([C:11]3[CH:12]=[CH:13][C:14]([S:17][C:18]4[CH:23]=[CH:22][CH:21]=[CH:20][CH:19]=4)=[CH:15][CH:16]=3)=[C:6]2[N:5]=[CH:4][C:3]=1[CH:24]([OH:26])[CH3:25] |f:1.2,3.4|. Procedure: A mixture of 108 mg of 7-hydroxy-6-acetyl-3-(4-phenylthiophenyl)pyrazolo[1,5-a]pyrimidine, 46 mg of sodium borohydride, 2.3 ml of aqueous solution of 2N sodium hydroxide and 5 ml of ethanol was heated and refluxed. One hour later, the reaction mixture was concentrated in vacuo, 4 ml of water was added to the residue, and the mixture was neutralized with 2N hydrochloric acid. The precipitate was filtered, washed in water, dried, and the title compound was obtained (87 mg). Product: BrC1=CC=CC(=N1)C=1NC=2C(=NC(=CC2)N2C[C@@H](CCC2)C(=O)N2CCCC2)N1 ((R)-(1-(2-(6-Bromopyridin-2-yl)-1H-imidazo[4,5-b]pyridin-5-yl)piperidin-3-yl)(pyrrolidin-1-yl)methanone). Reaction SMILES: [NH2:1][C:2]1[N:7]=[C:6]([N:8]2[CH2:13][CH2:12][CH2:11][C@@H:10]([C:14]([N:16]3[CH2:20][CH2:19][CH2:18][CH2:17]3)=[O:15])[CH2:9]2)[CH:5]=[CH:4][C:3]=1[N+:21]([O-])=O.[Br:24][C:25]1[N:30]=[C:29]([CH:31]=O)[CH:28]=[CH:27][CH:26]=1>>[Br:24][C:25]1[N:30]=[C:29]([C:31]2[NH:21][C:3]3[C:2]([N:1]=2)=[N:7][C:6]([N:8]2[CH2:13][CH2:12][CH2:11][C@@H:10]([C:14]([N:16]4[CH2:20][CH2:19][CH2:18][CH2:17]4)=[O:15])[CH2:9]2)=[CH:5][CH:4]=3)[CH:28]=[CH:27][CH:26]=1. Reported procedure: (R)-(1-(2-(6-Bromopyridin-2-yl)-1H-imidazo[4,5-b]pyridin-5-yl)piperidin-3-yl)(pyrrolidin-1-yl)methanone was prepared using a method analogous to the one used for Example 112, but using (R)-(1-(6-amino-5-nitropyridin-2-yl)piperidin-3-yl)(pyrrolidin-1-yl)methanone and 6-bromopicolinaldehyde as starting materials. MS (ES+APCI) (M+H) 455.0; LCMS retention time 3.238 min (Method C1). Reactants: NC1=C(C=CC(=N1)N1C[C@@H](CCC1)C(=O)N1CCCC1)[N+](=O)[O-] ((R)-(1-(6-amino-5-nitropyridin-2-yl)piperidin-3-yl)(pyrrolidin-1-yl)methanone), BrC1=CC=CC(=N1)C=O (6-bromopicolinaldehyde). The reactants are ClCCCC(=O)C1=CC=NC=C1 (4-chloro-1-(4-pyridyl)butan-1-one), CN1CCN2C=3C(=CC=CC13)C1C2CCNC1 (3-methyl-2,3,6b,7,8,9,10,10a-octahydro-1H-pyrido[3′,4′:4,5]pyrrolo[1,2,3-de]quinoxaline), N (NH3). Product: Cl.CN1CCN2C=3C(=CC=CC13)[C@H]1[C@@H]2CCN(C1)CCCC(=O)C1=CC=NC=C1 (4-((6bR,10aS)-3-methyl-2,3,6b,9,10,10a-hexahydro-1H-pyrido[3′,4′:4,5]pyrrolo[1,2,3-de]quinoxalin-8(7H)-yl)-1-(4-pyridinyl)-1-butanone hydrochloride). Reaction SMILES: [Cl:1][CH2:2][CH2:3][CH2:4][C:5]([C:7]1[CH:12]=[CH:11][N:10]=[CH:9][CH:8]=1)=[O:6].[CH3:13][N:14]1[C:23]2[CH:22]=[CH:21][CH:20]=[C:19]3[CH:24]4[CH2:29][NH:28][CH2:27][CH2:26][CH:25]4[N:17]([C:18]=23)[CH2:16][CH2:15]1.N>>[ClH:1].[CH3:13][N:14]1[C:23]2[CH:22]=[CH:21][CH:20]=[C:19]3[C@@H:24]4[CH2:29][N:28]([CH2:2][CH2:3][CH2:4][C:5]([C:7]5[CH:12]=[CH:11][N:10]=[CH:9][CH:8]=5)=[O:6])[CH2:27][CH2:26][C@@H:25]4[N:17]([C:18]=23)[CH2:16][CH2:15]1 |f:3.4|. Procedure details: The title compound was prepared from addition of the of 4-chloro-1-(4-pyridyl)butan-1-one to 3-methyl-2,3,6b,7,8,9,10,10a-octahydro-1H-pyrido[3′,4′:4,5]pyrrolo[1,2,3-de]quinoxaline following General procedure A of Example 197. 1H NMR (300 MHz, CDCl3) δ 8.79 (dd, J=4.4 Hz, 1.8 Hz, 2H), 7.74 (dd, J=4.4 Hz, 1.4 Hz, 2H), 6.64 (dd, J=7.4 Hz, 7.6 Hz, 1H), 6.49 (d, J=6.9 Hz, 1H), 6.39 (d, J=7.7 Hz, 1H), 3.54–3.62 (m, 1H), 3.23–3.31 (m, 2H), 3.13–3.17 (m, 1H), 2.95–3.03 (m, 2H), 2.85 (s, 3H), 2.76–2.84 ... Reactants: chondroitin, C(CC(O)(C(=O)O)CC(=O)O)(=O)O (citric acid), [Si](=O)=O (silicon dioxide), C(CC(O)(C(=O)O)CC(=O)O)(=O)O (citric acid), [Si](=O)=O (silicon dioxide). Product: C(CC(O)(C(=O)O)CC(=O)O)(=O)O.[Si](=O)=O (citric acid silicon dioxide). RXN SMILES: [C:1]([OH:13])(=[O:12])[CH2:2][C:3]([CH2:8][C:9]([OH:11])=[O:10])([C:5]([OH:7])=[O:6])[OH:4].[Si:14](=[O:16])=[O:15]>>[C:1]([OH:13])(=[O:12])[CH2:2][C:3]([CH2:8][C:9]([OH:11])=[O:10])([C:5]([OH:7])=[O:6])[OH:4].[Si:14](=[O:16])=[O:15] |f:2.3|. Reported procedure: The claimed composition may be prepared by blending the chondroitin compound with citric acid, silicon dioxide, and optionally a flavorant. Preferably, citric acid, silicon dioxide, and the flavorant are mixed to form a citric acid/silicon dioxide/flavorant mixture prior to blending with the chondroitin sulfate. The citric acid/silicon dioxide/flavorant mixture is preferably prepared by mixing silicon dioxide and the flavorant and then adding citric acid. The reactants are BrC#CC[C@]12CCC(C=C1CC[C@H]1[C@@H]3CCC([C@@]3(C)CC[C@H]21)=O)=O (10β-(3-bromo-2-propynyl)estr-4-ene-3,17-dione), dichlorodicyanoquinone. Run in O1CCOCC1 (dioxane), C(C)OCC (diethyl ether). Product: BrC#CC[C@]12C=CC(C=C1CC[C@H]1[C@@H]3CCC([C@@]3(C)CC[C@H]21)=O)=O (10β-(3-bromo-2-propynyl)estra-1,4-diene-3,17-dione). RXN SMILES: [Br:1][C:2]#[C:3][CH2:4][C@@:5]12[C@@H:22]3[C@H:13]([C@H:14]4[C@@:18]([CH2:20][CH2:21]3)([CH3:19])[C:17](=[O:23])[CH2:16][CH2:15]4)[CH2:12][CH2:11][C:10]1=[CH:9][C:8](=[O:24])[CH2:7][CH2:6]2>O1CCOCC1.C(OCC)C>[Br:1][C:2]#[C:3][CH2:4][C@@:5]12[C@@H:22]3[C@H:13]([C@H:14]4[C@@:18]([CH2:20][CH2:21]3)([CH3:19])[C:17](=[O:23])[CH2:16][CH2:15]4)[CH2:12][CH2:11][C:10]1=[CH:9][C:8](=[O:24])[CH:7]=[CH:6]2. Procedure: A mixture of 188 mg of 10β-(3-bromo-2-propynyl)estr-4-ene-3,17-dione and 376 mg of dichlorodicyanoquinone in 12.5 ml of dioxane is refluxed for 20 hours. The mixture is cooled and diluted with diethyl ether, then washed with aqueous sodium carbonate solution and dried. The solvent is evaporated and the residue is purified by flash chromatography on silica gel eluting with ethyl acetate:n-hexane 30:70 to give the title compound.